This data is from the Open Reaction Database (ORD), a public repository of structured organic reaction records. The task is: describe an organic reaction: reactants, conditions, products, and yield Starting materials: Pt, C(CC=C)OC1=CC=C(C(=O)OC2=CC=C(C=C2)OCCCCC=C)C=C1 (4-(5-hexenyloxy)phenyl 4-(3-butenyloxy)benzoate), C[SiH](C)C (trimethylsilane). The reagents and catalysts are C1(C=CC=C1)[Pt](C1C=CC=C1)(Cl)Cl (dicyclopentadienylplatinum dichloride). The solvent is ClCCl (dichloromethane), ClCCl (dichloromethane). Yields the product C[Si](C(CCC)OC1=CC=C(C(=O)OC2=CC=C(C=C2)OC(CCCCC)[Si](C)(C)C)C=C1)(C)C (4-(1-trimethylsilylhexyloxy)phenyl 4-(1-trimethylsilylbutyloxy)benzoate). Reaction SMILES: [CH2:1]([O:5][C:6]1[CH:27]=[CH:26][C:9]([C:10]([O:12][C:13]2[CH:18]=[CH:17][C:16]([O:19][CH2:20][CH2:21][CH2:22][CH2:23][CH:24]=[CH2:25])=[CH:15][CH:14]=2)=[O:11])=[CH:8][CH:7]=1)[CH2:2][CH:3]=[CH2:4].[CH3:28][SiH:29]([CH3:31])[CH3:30]>ClCCl.C1([Pt](Cl)(Cl)C2C=CC=C2)C=CC=C1>[CH3:28][Si:29]([CH3:31])([CH3:30])[CH:1]([O:5][C:6]1[CH:27]=[CH:26][C:9]([C:10]([O:12][C:13]2[CH:14]=[CH:15][C:16]([O:19][CH:20]([Si:29]([CH3:31])([CH3:30])[CH3:28])[CH2:21][CH2:22][CH2:23][CH2:24][CH3:25])=[CH:17][CH:18]=2)=[O:11])=[CH:8][CH:7]=1)[CH2:2][CH2:3][CH3:4]. Procedure: 0.35 g (0.01 mmol of Pt) of 0.5% strength dicyclopentadienylplatinum dichloride solution in dichloromethane was added as catalyst to a solution of 5.00 g (9.71 mmol) of 4-(5-hexenyloxy)phenyl 4-(3-butenyloxy)benzoate in 10 ml of dichloromethane, and 2.02 g (27.2 mmol) of trimethylsilane were passed into the refluxing mixture over the course of 8 hours. After complete hydrosilylation of the olefin, the reaction mixture was flushed with nitrogen, and the dichloromethane was removed by vacuum disti...